From a dataset of the Open Reaction Database (ORD), a public repository of structured organic reaction records. describe an organic reaction: reactants, conditions, products, and yield The reactants are COCCN1C(NC(=C1)C1=CC=CC=C1)=O (1-(2-methoxyethyl)-4-phenyl-4-imidazolin-2-one), C(C1=CC=CC=C1)(=O)Cl (benzoyl chloride), C(CCC)N(CCCC)CCCC (tri-n-butylamine). The solvent is C=1(C(=CC=CC1)C)C (xylene). Product: COCCN1C(N(C(=C1)C1=CC=CC=C1)C(C1=CC=CC=C1)=O)=O (1-(2-methoxyethyl)-3-benzoyl-4-phenyl-4-imidazolin-2-one). As a reaction SMILES: [CH3:1][O:2][CH2:3][CH2:4][N:5]1[CH:9]=[C:8]([C:10]2[CH:15]=[CH:14][CH:13]=[CH:12][CH:11]=2)[NH:7][C:6]1=[O:16].[C:17](Cl)(=[O:24])[C:18]1[CH:23]=[CH:22][CH:21]=[CH:20][CH:19]=1.C(N(CCCC)CCCC)CCC>C1(C)C(C)=CC=CC=1>[CH3:1][O:2][CH2:3][CH2:4][N:5]1[CH:9]=[C:8]([C:10]2[CH:15]=[CH:14][CH:13]=[CH:12][CH:11]=2)[N:7]([C:17](=[O:24])[C:18]2[CH:23]=[CH:22][CH:21]=[CH:20][CH:19]=2)[C:6]1=[O:16]. Procedure details: Approximately 21.8 g. of 1-(2-methoxyethyl)-4-phenyl-4-imidazolin-2-one, 14.5 g. of benzoyl chloride and 20 g. of tri-n-butylamine are refluxed together in 60 ml of xylene for sixteen hours. The solvent is distilled off under reduced pressure and the remaining viscous oil is dissolved in 300 ml. of benzene. The benzene solution is washed with water (2×100 ml.), dried over sodium sulfate, and the solvent removed to give a semisolid. Recrystallization from ether gives the title compound as a pale ... Procedure details: A mixture of o-phenylenediamine (15.0 g) and urea (50.0 g) was heated at a temperature of 170° C. for a period of 45 min. The solid product was washed with water and recrystallised from ethanol to give benzimidazolin-2-one (16.3 g) as colourless crystals, mp>260° C. Yields the product N1C(NC2=C1C=CC=C2)=O (benzimidazolin-2-one). Reaction SMILES: [C:1]1([NH2:8])[CH:6]=[CH:5][CH:4]=[CH:3][C:2]=1[NH2:7].N[C:10](N)=[O:11]>>[NH:7]1[C:2]2[CH:3]=[CH:4][CH:5]=[CH:6][C:1]=2[NH:8][C:10]1=[O:11]. Run at temperature 170 celsius. Reactants: C1(=C(C=CC=C1)N)N (o-phenylenediamine), NC(=O)N (urea). The yield is 87.6%.